From a dataset of the Open Reaction Database (ORD), a public repository of structured organic reaction records. describe an organic reaction: reactants, conditions, products, and yield The reactants are pyrrolidone hydrotribromide, O=C(C(=O)OCC)CC1=CC=CC=C1 (ethyl 2-oxo-3-phenylpropanoate), N1C(CCC1)=O (2-pyrrolidone). Run in O1CCCC1 (tetrahydrofuran). Reaction conditions: temperature 50 celsius. Product: BrC(C(C(=O)OCC)=O)C1=CC=CC=C1 (Ethyl 3-bromo-3-phenyl-2-oxopropionate). The yield is 92.2%. RXN SMILES: C1CNC(=O)C1.[Br:7][Br-]Br.[O:10]=[C:11]([CH2:17][C:18]1[CH:23]=[CH:22][CH:21]=[CH:20][CH:19]=1)[C:12]([O:14][CH2:15][CH3:16])=[O:13].N1CCCC1=O>O1CCCC1>[Br:7][CH:17]([C:18]1[CH:23]=[CH:22][CH:21]=[CH:20][CH:19]=1)[C:11](=[O:10])[C:12]([O:14][CH2:15][CH3:16])=[O:13] |f:0.1|. Reported procedure: 39.3 g (0.08 mole) of pyrrolidone hydrotribromide (PHT) are introduced portionwise at approximately 10° C. into a solution of 13.9 g (0.072 mole) of ethyl 2-oxo-3-phenylpropanoate (described by E. L. Eliel et al. J. Org. Chem. 37, 505, 1972) in 250 ml of tetrahydrofuran (THF) and 6.1 g (0.072 mole) of 2-pyrrolidone. The temperature of the mixture is allowed to return to 20° C. and the mixture is then heated to 50° C. for 1 h. The mixture is cooled and then poured onto ice. The mixture is extract... Starting materials: C(C1=CC=CC=C1)N1C=CC2=NC(=CC=C21)N(NC(=O)OC(C)(C)C)C(=O)OC(C)(C)C (di-tert-butyl 1-(1-benzyl-1H-pyrrolo[3,2-b]pyridin-5-yl)hydrazine-1,2-dicarboxylate), C(C)(=O)O (acetic acid). Product: C(C1=CC=CC=C1)N1C=CC2=C1C=CC=1N2C(=NN1)C (6-benzyl-1-methyl-6H-pyrrolo[2,3-e][1,2,4]triazolo[4,3-a]pyridine). Yield: 65.0%. RXN SMILES: [CH2:1]([N:8]1[C:16]2[C:11](=[N:12][C:13]([N:17](C(OC(C)(C)C)=O)[NH:18][C:19](OC(C)(C)C)=O)=[CH:14][CH:15]=2)[CH:10]=[CH:9]1)[C:2]1[CH:7]=[CH:6][CH:5]=[CH:4][CH:3]=1.[C:33](O)(=O)C>>[CH2:1]([N:8]1[C:16]2[CH:15]=[CH:14][C:13]3[N:12]([C:19]([CH3:33])=[N:18][N:17]=3)[C:11]=2[CH:10]=[CH:9]1)[C:2]1[CH:3]=[CH:4][CH:5]=[CH:6][CH:7]=1. Reported procedure: di-tert-Butyl 1-(1-benzyl-1H-pyrrolo[3,2-b]pyridin-5-yl)hydrazine-1,2-dicarboxylate (31 mg, 0.071 mmol, from Step 2) in acetic acid (4.0 mL) was heated in the microwave to 180° C. for 5 minutes. The solvent was removed in vacuo and the mixture was reconstituted in MeOH and purified using preparative HPLC-MS (Waters XBridge C18, eluting with a gradient of MeCN/H2O containing 0.15% NH4OH) and the eluent was frozen and lyophilized to afford a white powder (12 mg, 65%). Starting materials: ClC1=NC2=CC(=CC=C2C=C1C)CC (2-chloro-3-methyl-7-ethyl-quinoline), Cl.N1N=CN=C1 (1,2,4-triazole-hydrochloride), N1N=CN=C1 (1,2,4-triazole), CN(C=O)C (dimethyl formamide). The solvent is O (water). Reaction conditions: temperature 100 celsius, time 6 hour. Product: N1(N=CN=C1)C1=NC2=CC(=CC=C2C=C1C)CC (2-(1H-1,2,4-triazole-1-yl)-3-methyl-7-ethyl-quinoline). Isolated yield 64.1%. As a reaction SMILES: Cl[C:2]1[C:11]([CH3:12])=[CH:10][C:9]2[C:4](=[CH:5][C:6]([CH2:13][CH3:14])=[CH:7][CH:8]=2)[N:3]=1.Cl.[NH:16]1[CH:20]=[N:19][CH:18]=[N:17]1.N1C=NC=N1.CN(C)C=O>O>[N:16]1([C:2]2[C:11]([CH3:12])=[CH:10][C:9]3[C:4](=[CH:5][C:6]([CH2:13][CH3:14])=[CH:7][CH:8]=3)[N:3]=2)[CH:20]=[N:19][CH:18]=[N:17]1 |f:1.2|. Reported procedure: A mixture of 2.05 g of 2-chloro-3-methyl-7-ethyl-quinoline, 1.05 g of 1,2,4-triazole-hydrochloride, 0.69 g of 1,2,4-triazole and 10 ml of dimethyl formamide is stirred at 100° C. for 6 hours. The reaction mixture is poured into 100 ml of water, neutralized and the crude product is recrystallized from a mixture of ethanol and hexane. Thus 1.52 g of the desired compound are obtained, yield 64%. Mp.: 72°-73° C. Reactants: [Sn](Cl)(Cl)(Cl)Cl (tin tetrachloride), ClCCC(=O)Cl (3-chloropropanoyl chloride), ClCCC(O)C=1SC=CC1 (3-chloro-1-(2-thienyl)-1-propanol), C(CCC)(=O)OC=C (vinyl butanoate), (S)-(−)-3-N-methylamino-1-(2-thienyl)-1-propanol, S1C=CC=C1 (thiophene), [BH4-].[Na+] (sodium borohydride), S1C=CC=C1 (Thiophene), ClCCC(=O)C=1SC=CC1 (3-chloro-1-(2-thienyl)-1-propanone). Run in C1=CC=CC=C1 (benzene), CCCCCC (hexane), C(C)O (ethanol). The product is ClCC[C@H](O)C=1SC=CC1 ((S)-3-chloro-1-(2-thienyl)-1-propanol). Reaction SMILES: S1C=CC=C1.ClCCC(Cl)=O.[Sn](Cl)(Cl)(Cl)Cl.[Cl:17][CH2:18][CH2:19][C:20]([C:22]1[S:23][CH:24]=[CH:25][CH:26]=1)=[O:21].[BH4-].[Na+].ClCCC(C1SC=CC=1)O.C(OC=C)(=O)CCC>C1C=CC=CC=1.C(O)C.CCCCCC>[Cl:17][CH2:18][CH2:19][C@@H:20]([C:22]1[S:23][CH:24]=[CH:25][CH:26]=1)[OH:21] |f:4.5|. Reported procedure: Huiling et al. describe a preparation of (S)-(−)-3-N-methylamino-1-(2-thienyl)-1-propanol from thiophene. Thiophene is converted with 3-chloropropanoyl chloride in the presence of tin tetrachloride in benzene to 3-chloro-1-(2-thienyl)-1-propanone, which is reduced with sodium borohydride in ethanol to 3-chloro-1-(2-thienyl)-1-propanol. Kinetic resolution by transesterification using vinyl butanoate and lipase B from Candida antarctica as catalyst in hexane yielded (S)-3-chloro-1-(2-thienyl)-1-pr... Reactants: [H-].[Na+] (NaH), C(#N)C1=CC=C(C=C1)CCC1=NC2=C(N1C)C=CC(=C2)NC(C(F)(F)F)=O (N-{2-[2-(4-cyanophenyl)-ethyl]-1-methyl-benzimidazol-5-yl}-trifluoroacetamide), CI (Methyl iodide). The solvent is C(C)(=O)OCC (ethyl acetate), CS(=O)C (dimethylsulphoxide). Conditions: temperature 45 celsius. The product is C(#N)C1=CC=C(C=C1)CCC1=NC2=C(N1C)C=CC(=C2)NC (2-[2-(4-Cyanophenyl)-ethyl]-1-methyl-5-methylamino-benzimidazole). Reaction SMILES: [C:1]([C:3]1[CH:8]=[CH:7][C:6]([CH2:9][CH2:10][C:11]2[N:15]([CH3:16])[C:14]3[CH:17]=[CH:18][C:19]([NH:21][C:22](=O)C(F)(F)F)=[CH:20][C:13]=3[N:12]=2)=[CH:5][CH:4]=1)#[N:2].[H-].[Na+].CI>CS(C)=O.C(OCC)(=O)C>[C:1]([C:3]1[CH:8]=[CH:7][C:6]([CH2:9][CH2:10][C:11]2[N:15]([CH3:16])[C:14]3[CH:17]=[CH:18][C:19]([NH:21][CH3:22])=[CH:20][C:13]=3[N:12]=2)=[CH:5][CH:4]=1)#[N:2] |f:1.2|. Procedure details: 4.1 g (11 mmol) of N-{2-[2-(4-cyanophenyl)-ethyl]-1-methyl-benzimidazol-5-yl}-trifluoroacetamide are cooled to about 10° C. in 20 mL dimethylsulphoxide and 80% NaH (0.33 g, about 11 mmol) are added in batches with stirring. The mixture is heated to 40-50° C. for 0.5 h and then cooled to 30° C. Methyl iodide (0.75 mL, 11.9 mmol) is then added dropwise. The mixture is stirred for 0.5 h at 40-50° C., diluted with 100 mL ethyl acetate, poured onto water and extracted. The organic phase is again wash... Starting materials: O=C(O)C=Cc1ccc(C(F)(F)F)nc1NCc1ccccc1, Cl, Cc1cc(CN)ccc1NS(C)(=O)=O. Product: Cc1cc(CNC(=O)C=Cc2ccc(C(F)(F)F)nc2NCc2ccccc2)ccc1NS(C)(=O)=O. As a reaction SMILES: [CH2:16]([c:17]1[cH:18][cH:19][cH:20][cH:21][cH:22]1)[NH:23][c:24]1[n:25][c:26]([C:35]([F:36])([F:37])[F:38])[cH:27][cH:28][c:29]1[CH:30]=[CH:31][C:32](=[O:33])[OH:34].[ClH:15].[NH2:1][CH2:2][c:3]1[cH:4][c:5]([CH3:14])[c:6]([NH:9][S:10](=[O:11])(=[O:12])[CH3:13])[cH:7][cH:8]1>>[NH:1]([CH2:2][c:3]1[cH:4][c:5]([CH3:14])[c:6]([NH:9][S:10](=[O:11])(=[O:12])[CH3:13])[cH:7][cH:8]1)[C:32]([CH:31]=[CH:30][c:29]1[c:24]([NH:23][CH2:16][c:17]2[cH:18][cH:19][cH:20][cH:21][cH:22]2)[n:25][c:26]([C:35]([F:36])([F:37])[F:38])[cH:27][cH:28]1)=[O:33]. Starting materials: CC=1NC(=C(C(C1C(=O)OCC)C1=C(C=CC=C1)C(=O)OC)C(=O)OCC)C(OCC)OCC (diethyl 2-methyl-4-(2-methoxycarbonylphenyl)-6-diethoxymethyl-1,4-dihydropyridine-3,5-dicarboxylate), Cl (hydrochloric acid), C([O-])(O)=O.[Na+] (sodium bicarbonate), O (water). Solvent: CC(=O)C (acetone), CC(=O)C (acetone). Conditions: time 2 hour. Yields the product CC=1NC(=C(C(C1C(=O)OCC)C1=C(C=CC=C1)C(=O)OC)C(=O)OCC)C=O (diethyl 2-methyl-4-(2-methoxycarbonylphenyl)-6-formyl-1,4-dihydropyridine-3,5-dicarboxylate). Yield: 100.3%. Reaction SMILES: [CH3:1][C:2]1[NH:3][C:4]([CH:28](OCC)[O:29]CC)=[C:5]([C:23]([O:25][CH2:26][CH3:27])=[O:24])[CH:6]([C:13]2[CH:18]=[CH:17][CH:16]=[CH:15][C:14]=2[C:19]([O:21][CH3:22])=[O:20])[C:7]=1[C:8]([O:10][CH2:11][CH3:12])=[O:9].Cl.O.C(=O)(O)[O-].[Na+]>CC(C)=O>[CH3:1][C:2]1[NH:3][C:4]([CH:28]=[O:29])=[C:5]([C:23]([O:25][CH2:26][CH3:27])=[O:24])[CH:6]([C:13]2[CH:18]=[CH:17][CH:16]=[CH:15][C:14]=2[C:19]([O:21][CH3:22])=[O:20])[C:7]=1[C:8]([O:10][CH2:11][CH3:12])=[O:9] |f:3.4|. Reported procedure: To a solution of diethyl 2-methyl-4-(2-methoxycarbonylphenyl)-6-diethoxymethyl-1,4-dihydropyridine-3,5-dicarboxylate (5.03 g) in acetone (50 ml) was added 6 N-hydrochloric acid (5 ml), and the mixture was stirred for 2 hours at room temperature. After adding water (30 ml), the reaction mixture was neutralized with an aqueous sodium bicarbonate solution and acetone was distilled off under reduced pressure. The resultant oily precipitates were extracted with ethyl acetate. The ethyl acetate extrac... Reactants: S(=S)(=O)([O-])[O-].[Na+].[Na+] (sodium thiosulfate), IN1C(CCC1=O)=O (N-iodosuccinimide), solution, BrC=1C=CC=2N(C1)C=CN2 (6-bromoimidazo[1,2-a]pyridine), O (water). Solvent: CN(C=O)C (N,N-dimethylformamide). Reaction conditions: time 2 hour. Yields the product BrC=1C=CC=2N(C1)C(=CN2)I (6-Bromo-3-iodoimidazo[1,2-a]pyridine). Yield: 91.5%. Reaction SMILES: [I:1]N1C(=O)CCC1=O.[Br:9][C:10]1[CH:11]=[CH:12][C:13]2[N:14]([CH:16]=[CH:17][N:18]=2)[CH:15]=1.S([O-])([O-])(=O)=S.[Na+].[Na+].O>CN(C)C=O>[Br:9][C:10]1[CH:11]=[CH:12][C:13]2[N:14]([C:16]([I:1])=[CH:17][N:18]=2)[CH:15]=1 |f:2.3.4|. Procedure: 10.7 g N-iodosuccinimide was added in divided portions to 100 mL solution of 9 g 6-bromoimidazo[1,2-a]pyridine in N,N-dimethylformamide, and the mixture was stirred for 2 hours. An aqueous sodium thiosulfate solution was added thereto and stirred for 1 hour, water was added thereto, and the formed crystals were collected by filtration. The product was recrystallized from tetrahydrofuran/ethanol to give 13.5 g of the title compound (colorless crystals). Reaction SMILES: [CH2:1]([CH3:2])[O:3][c:4]1[cH:5][c:6]([OH:31])[c:7]([C:10](=[O:11])[N:12]2[CH2:13][CH2:14][C:15]3([O:16][c:17]4[cH:18][cH:19][cH:20][cH:21][c:22]4-[c:23]4[n:24]([CH3:28])[n:25][cH:26][c:27]43)[CH2:29][CH2:30]2)[cH:8][cH:9]1.[I:38][CH:39]([CH3:40])[CH3:41].[K+:32].[K+:33].[O-:34][C:35]([O-:36])=[O:37].[O:42]=[CH:43][N:44]([CH3:45])[CH3:46]>>[CH2:1]([CH3:2])[O:3][c:4]1[cH:5][c:6]([O:31][CH:39]([CH3:40])[CH3:41])[c:7]([C:10](=[O:11])[N:12]2[CH2:13][CH2:14][C:15]3([O:16][c:17]4[cH:18][cH:19][cH:20][cH:21][c:22]4-[c:23]4[n:24]([CH3:28])[n:25][cH:26][c:27]43)[CH2:29][CH2:30]2)[cH:8][cH:9]1. Starting materials: CCOc1ccc(C(=O)N2CCC3(CC2)Oc2ccccc2-c2c3cnn2C)c(O)c1, CC(C)I, [K+], [K+], O=C([O-])[O-], CN(C)C=O. The product is CCOc1ccc(C(=O)N2CCC3(CC2)Oc2ccccc2-c2c3cnn2C)c(OC(C)C)c1. Starting materials: COC(CCCCCOC=1C=CC2=C(N(C(=N2)SCCC)C2=CC=CC=C2)C1)=O (6-[[1-phenyl-2-propylmercapto-1H-benzimidazol-6-yl]oxy]hexanoic acid methyl ester), [OH-].[Li+] (lithium hydroxide). Yields the product C1(=CC=CC=C1)N1C(=NC2=C1C=C(C=C2)OCCCCCC(=O)O)SCCC (6-[[1-Phenyl-2-propylmercapto-1H-benzimidazol-6-yl]oxy]hexanoic acid). Reaction SMILES: C[O:2][C:3](=[O:29])[CH2:4][CH2:5][CH2:6][CH2:7][CH2:8][O:9][C:10]1[CH:11]=[CH:12][C:13]2[N:17]=[C:16]([S:18][CH2:19][CH2:20][CH3:21])[N:15]([C:22]3[CH:27]=[CH:26][CH:25]=[CH:24][CH:23]=3)[C:14]=2[CH:28]=1.[OH-].[Li+]>>[C:22]1([N:15]2[C:14]3[CH:28]=[C:10]([O:9][CH2:8][CH2:7][CH2:6][CH2:5][CH2:4][C:3]([OH:29])=[O:2])[CH:11]=[CH:12][C:13]=3[N:17]=[C:16]2[S:18][CH2:19][CH2:20][CH3:21])[CH:23]=[CH:24][CH:25]=[CH:26][CH:27]=1 |f:1.2|. Procedure: 109 mg of 6-[[1-phenyl-2-propylmercapto-1H-benzimidazol-6-yl]oxy]hexanoic acid methyl ester was reacted according to general operating instructions 3 with lithium hydroxide. 104 mg was obtained.